From a dataset of the Open Reaction Database (ORD), a public repository of structured organic reaction records. describe an organic reaction: reactants, conditions, products, and yield Reaction SMILES: [CH2:1]([N:4]1[C:9](=[O:10])[C:8]2[S:11][CH:12]=[CH:13][C:7]=2[NH:6][C:5]1=[S:14])[CH2:2][CH3:3].I[CH3:16]>[OH-].[Na+]>[CH3:16][S:14][C:5]1[N:4]([CH2:1][CH2:2][CH3:3])[C:9](=[O:10])[C:8]2[S:11][CH:12]=[CH:13][C:7]=2[N:6]=1 |f:2.3|. Conditions: temperature 0 celsius. Reactants: C(CC)N1C(NC2=C(C1=O)SC=C2)=S (2,3-dihydro-3-propyl-2-thioxothieno[3,2-d]pyrimidin-4(1H)-one), IC (iodomethane). The solvent is [OH-].[Na+] (sodium hydroxide). The product is CSC=1N(C(C2=C(N1)C=CS2)=O)CCC (2-(methylthio)-3-propylthieno[3,2-d]pyrimidin-4(3H)-one). Procedure details: To a mixture containing 3.6 g of the title compound of Step A suspended in 70 mL of 10% propanolic sodium hydroxide was added 1.46 mL of iodomethane with stirring. The mixture was stirred at room temperature for 1 h, then cooled to 0° C. and filtered to obtain an off-white solid. The off-white solid was purified by partially dissolving it in methylene chloride, filtering and evaporating the filtrate to obtain 3.13 g of the title compound of Step B as a white solid melting at 136-138° C. Starting materials: COC=1C=C(C=CC1OC)C(=C)C(C=C)O (2-(3,4-dimethoxyphenyl)-1,4-pentadien-3-ol). The reagents and catalysts are O=[Mn]=O (MnO2). Product: COC=1C=C(C=CC1OC)C(=C)C(C=C)=O (2-(3,4-dimethoxy-phenyl)-1,4-pentadien-3-one). Isolated yield 56.6%. Reaction SMILES: [CH3:1][O:2][C:3]1[CH:4]=[C:5]([C:11]([CH:13]([OH:16])[CH:14]=[CH2:15])=[CH2:12])[CH:6]=[CH:7][C:8]=1[O:9][CH3:10]>O=[Mn]=O>[CH3:1][O:2][C:3]1[CH:4]=[C:5]([C:11]([C:13](=[O:16])[CH:14]=[CH2:15])=[CH2:12])[CH:6]=[CH:7][C:8]=1[O:9][CH3:10]. Reported procedure: According to the General Procedure B, MnO2 (1.81 g, 20.79 mmol) and 2-(3,4-dimethoxyphenyl)-1,4-pentadien-3-ol (220 mg, 0.99 mmol) are converted to give after workup and chromatography (SiO2, PE/EE=2:1, Rf=0.40) the title compound (122 mg, 0.56 mmol, 56%) as a yellow oil; C14H16O3 (218.25).